From a dataset of the Open Reaction Database (ORD), a public repository of structured organic reaction records. describe an organic reaction: reactants, conditions, products, and yield Yields the product C(C1=CC=CC=C1)N1[C@@]2([C@@H](CC[C@H]1[C@@H](C2)C=2N=NN(N2)CC(N(C)C)=O)OCC2=CC(=CC(=C2)C(F)(F)F)C(F)(F)F)C2=CC=CC=C2 ((1R*,2R*,5S*,6R*)-8-Benzyl-2-{[3,5-bis(trifluoromethyl)phenyl]methoxy}-6-{2-[(N,N-dimethylcarbamoyl)methyl]-2H-tetrazol-5-yl}-1-phenyl-8-azabicyclo[3.2.1]octane). The reactants are C(C1=CC=CC=C1)N1[C@@]2([C@@H](CC[C@H]1[C@@H](C2)C(=O)N)OCC2=CC(=CC(=C2)C(F)(F)F)C(F)(F)F)C2=CC=CC=C2 ((1R*,2R*,5S*,6R*)-8-Benzyl-2-{[3,5-bis(trifluoromethyl)phenyl]methoxy}-1-phenyl-8-azabicyclo[3.2.1]octan-6-carboxamide), CNC (dimethylamine), C(C1=CC=CC=C1)N1[C@@]2([C@@H](CC[C@H]1[C@@H](C2)C=2N=NN(N2)CC(=O)O)OCC2=CC(=CC(=C2)C(F)(F)F)C(F)(F)F)C2=CC=CC=C2 ((1R*,2R*,5S*,6R*)-8-Benzyl-2-{[3,5-bis(trifluoromethyl)phenyl]methoxy}-6-(2-carboxymethyl-2H-tetrazol-5-yl)-1-phenyl-8-azabicyclo[3.2.1]octane). Procedure: Prepared in analogous manner to (1R*,2R*,5S*,6R*)-8-benzyl-2-{[3,5-bis(trifluoromethyl)phenyl]methoxy}-1-phenyl-8-azabicyclo[3.2.1]octan-6-carboxamide (Example 75) using dimethylamine (2.0M solution in THF) and (1R*,2R*,5S*,6R*)-8-benzyl-2-{[3,5-bis(trifluoromethyl)phenyl]methoxy}-6-(2-carboxymethyl-2H-tetrazol-5-yl)-1-phenyl-8-azabicyclo[3.2.1]octane (Example 145). As a reaction SMILES: [CH2:1]([N:8]1[C@@H]2[C@H](C(N)=O)C[C@@:9]1(C1C=CC=CC=1)[C@H](OCC1C=C(C(F)(F)F)C=C(C(F)(F)F)C=1)CC2)C1C=CC=CC=1.CNC.[CH2:44]([N:51]1[C@@H:56]2[C@H:57]([C:59]3[N:60]=[N:61][N:62]([CH2:64][C:65]([OH:67])=O)[N:63]=3)[CH2:58][C@@:52]1([C:84]1[CH:89]=[CH:88][CH:87]=[CH:86][CH:85]=1)[C@H:53]([O:68][CH2:69][C:70]1[CH:75]=[C:74]([C:76]([F:79])([F:78])[F:77])[CH:73]=[C:72]([C:80]([F:83])([F:82])[F:81])[CH:71]=1)[CH2:54][CH2:55]2)[C:45]1[CH:50]=[CH:49][CH:48]=[CH:47][CH:46]=1>>[CH2:44]([N:51]1[C@@H:56]2[C@H:57]([C:59]3[N:60]=[N:61][N:62]([CH2:64][C:65](=[O:67])[N:8]([CH3:9])[CH3:1])[N:63]=3)[CH2:58][C@@:52]1([C:84]1[CH:89]=[CH:88][CH:87]=[CH:86][CH:85]=1)[C@H:53]([O:68][CH2:69][C:70]1[CH:75]=[C:74]([C:76]([F:79])([F:77])[F:78])[CH:73]=[C:72]([C:80]([F:83])([F:82])[F:81])[CH:71]=1)[CH2:54][CH2:55]2)[C:45]1[CH:50]=[CH:49][CH:48]=[CH:47][CH:46]=1. RXN SMILES: [CH3:21][c:22]1[cH:23][cH:24][c:25]([S:28](=[O:29])(=[O:30])[Cl:31])[cH:26][cH:27]1.[Cl:1][c:2]1[cH:3][c:4]2[c:9]([cH:10][cH:11]1)[NH:8][CH:7]([c:12]1[cH:13][c:14]([NH2:18])[cH:15][cH:16][cH:17]1)[CH2:6][C:5]2([CH3:19])[CH3:20].[cH:32]1[cH:33][cH:34][n:35][cH:36][cH:37]1>>[Cl:1][c:2]1[cH:3][c:4]2[c:9]([cH:10][cH:11]1)[NH:8][CH:7]([c:12]1[cH:13][c:14]([NH:18][S:28]([c:25]3[cH:24][cH:23][c:22]([CH3:21])[cH:27][cH:26]3)(=[O:29])=[O:30])[cH:15][cH:16][cH:17]1)[CH2:6][C:5]2([CH3:19])[CH3:20]. Product: Cc1ccc(S(=O)(=O)Nc2cccc(C3CC(C)(C)c4cc(Cl)ccc4N3)c2)cc1. The reactants are Cc1ccc(S(=O)(=O)Cl)cc1, CC1(C)CC(c2cccc(N)c2)Nc2ccc(Cl)cc21, c1ccncc1. Starting materials: NC1=NNC=N1 (3-amino-1,2,4-triazole), CN(C=CC(=O)C1=CC(=CC=C1)C(F)(F)F)C (3-dimethylamino-3'-trifluoromethylacrylophenone). The solvent is C(C)(=O)O (acetic acid). Product: FC(C=1C=C(C=CC1)C1=CC=NC=2N1N=CN2)(F)F (7-(m-Trifluoromethylphenyl)-1,2,4-triazolo[1,5-a]pyrimidine). As a reaction SMILES: [NH2:1][C:2]1[N:6]=[CH:5][NH:4][N:3]=1.CN(C)[CH:9]=[CH:10][C:11]([C:13]1[CH:18]=[CH:17][CH:16]=[C:15]([C:19]([F:22])([F:21])[F:20])[CH:14]=1)=O>C(O)(=O)C>[F:20][C:19]([F:21])([F:22])[C:15]1[CH:14]=[C:13]([C:11]2[N:3]3[N:4]=[CH:5][N:6]=[C:2]3[N:1]=[CH:9][CH:10]=2)[CH:18]=[CH:17][CH:16]=1. Reported procedure: A mixture of 3.36 g. of 3-amino-1,2,4-triazole and 9.66 g. of 3-dimethylamino-3'-trifluoromethylacrylophenone in 50 ml. of glacial acetic acid is refluxed for 5 hours. The resulting mixture is worked up as described in Example 54 to give the product of the Example, m.p. 158.5°-159.5° C. The reactants are ClCCC(CC)O (5-chloropentan-3-ol), N1C=NC=C1 (imidazole), CN(C=O)C (dimethylformamide), ClCCC(CC)O (5-Chloropentan-3-ol), [Si](C)(C)(C(C)(C)C)Cl (tert-butyldimethylsilyl chloride). Yields the product ClCCC(O[Si](C)(C)C(C)(C)C)CC.ClCCC(CC)O[Si](C)(C)CC(C)C ((5-Chloro-3-pentyloxy)(2,2-dimethylethyl)dimethylsilane {3-chloro-1-ethylpropoxy)(1,1-dimethylethyl)dimethylsilane). Reaction SMILES: [Cl:1][CH2:2][CH2:3][CH:4]([OH:7])[CH2:5][CH3:6].[Si:8](Cl)([C:11]([CH3:14])([CH3:13])[CH3:12])([CH3:10])[CH3:9].N1[CH:20]=[CH:19]N=C1.[CH3:21]N(C)C=O>>[Cl:1][CH2:2][CH2:3][CH:4]([CH2:5][CH3:6])[O:7][Si:8]([C:11]([CH3:14])([CH3:13])[CH3:12])([CH3:10])[CH3:9].[Cl:1][CH2:2][CH2:3][CH:4]([O:7][Si:8]([CH2:11][CH:19]([CH3:20])[CH3:21])([CH3:10])[CH3:9])[CH2:5][CH3:6] |f:4.5|. Procedure details: The procedure followed is the same as that described in Example 7 substituting 5-chloropentan-3-ol {1-chloro-3-pentanol} (50 g, 0.41 moles), tert-butyldimethylsilyl chloride (71 g, 0.47 moles), imidazole (32.6 g, 0.48 moles), and dimethylformamide (150 ml). The crude product is fractionally distilled under vacuum leaving a clear, colorless oil (78 g, 0.33 moles), BP 48° C./0.1 mm. Reactants: ClC1=CC2=C(C(C3=NC=CC=C3CS2)N2CCNCC2)C=C1 (1-(8-chloro-5,11-dihydro-[1]benzothiepino[4,3-b]pyridin-11-yl)-piperazine), N1=CC=C(C=C1)SCC(=O)O ((4-pyridinylthio)acetic acid). Yields the product ClC1=CC2=C(C(C3=NC=CC=C3CS2)N2CCN(CC2)C(CSC2=CC=NC=C2)=O)C=C1 (4-(8-Chloro-5,11-dihydro-[1]benzothiepino[4,3-b]pyridin-11-yl)-1 -[(4-pyridinyl-thio)acetyl]piperazine). The yield is 93.8%. RXN SMILES: [Cl:1][C:2]1[CH:22]=[CH:21][C:5]2[CH:6]([N:15]3[CH2:20][CH2:19][NH:18][CH2:17][CH2:16]3)[C:7]3[C:12]([CH2:13][S:14][C:4]=2[CH:3]=1)=[CH:11][CH:10]=[CH:9][N:8]=3.[N:23]1[CH:28]=[CH:27][C:26]([S:29][CH2:30][C:31](O)=[O:32])=[CH:25][CH:24]=1>>[Cl:1][C:2]1[CH:22]=[CH:21][C:5]2[CH:6]([N:15]3[CH2:16][CH2:17][N:18]([C:31](=[O:32])[CH2:30][S:29][C:26]4[CH:27]=[CH:28][N:23]=[CH:24][CH:25]=4)[CH2:19][CH2:20]3)[C:7]3[C:12]([CH2:13][S:14][C:4]=2[CH:3]=1)=[CH:11][CH:10]=[CH:9][N:8]=3. Reported procedure: The title compound (548 mg, 94%) [MS (FAB, M+H)=483.1] was prepared similarly from 1-(8-chloro-5,11-dihydro-[1]benzothiepino[4,3-b]pyridin-11-yl)-piperazine (400 mg, 1.21 mmol) and (4-pyridinylthio)acetic acid (410 mg, 2.42 mmol). The reactants are C(#N)C1=C(C(=O)C(=C(C1=O)Cl)Cl)C#N (DDQ), C1=NC(=CC2=CC=CC=C12)C1=CC2=C([C@]3(CCC(N[C@@H]3CC2)=O)C)C=C1 ((+)-(4aR)-(10bR)-8-(3-isoquinolinyl)-10b-methyl-1,2,3,4,4a,5,6,10b-octahydrobenzo[f]quinolin-3-one), ether hexanes, C[Si](C)(C)C(C(=O)N)(C(F)(F)F)[Si](C)(C)C (bistrimethylsilyltrifluoromethyl acetamide). Solvent: O1CCOCC1 (1,4-dioxane), C(C)(=O)OCC (ethyl acetate). Conditions: time 2 hour. Product: C1=NC(=CC2=CC=CC=C12)C1=CC2=C([C@]3(C=CC(N[C@@H]3CC2)=O)C)C=C1 ((+)-(4aR)-(10bR)-8-(3-isoquinolinyl)-10b-methyl-3,4,4a,5,6,10b-hexahydrobenzo[f]quinolin-3-one). Yield: 23.0%. RXN SMILES: [CH:1]1[C:10]2[C:5](=[CH:6][CH:7]=[CH:8][CH:9]=2)[CH:4]=[C:3]([C:11]2[CH:26]=[CH:25][C:14]3[C@:15]4([CH3:24])[C@@H:20]([CH2:21][CH2:22][C:13]=3[CH:12]=2)[NH:19][C:18](=[O:23])[CH2:17][CH2:16]4)[N:2]=1.C(C1C(=O)C(Cl)=C(Cl)C(=O)C=1C#N)#N.C[Si](C([Si](C)(C)C)(C(F)(F)F)C(N)=O)(C)C>O1CCOCC1.C(OCC)(=O)C>[CH:1]1[C:10]2[C:5](=[CH:6][CH:7]=[CH:8][CH:9]=2)[CH:4]=[C:3]([C:11]2[CH:26]=[CH:25][C:14]3[C@:15]4([CH3:24])[C@@H:20]([CH2:21][CH2:22][C:13]=3[CH:12]=2)[NH:19][C:18](=[O:23])[CH:17]=[CH:16]4)[N:2]=1. Reported procedure: To a suspension of (+)-(4aR)-(10bR)-8-(3-isoquinolinyl)-10b-methyl-1,2,3,4,4a,5,6,10b-octahydrobenzo[f]quinolin-3-one (80 mg, 0.230 mmol), in 1.0 mL of 1,4-dioxane was added DDQ (58 mg, 1.1 equiv.) followed by bistrimethylsilyltrifluoromethyl acetamide (270 mg, 4.5 equiv.), and the solution was stirred at room temperature for 2 h, then heated at 100° for 20 h. The mixture was cooled to room temperature, diluted with ethyl acetate, and washed with 2M sodium hydroxide. The organic phase was washed... Reactants: ClC1=CC=CC2=C1CN(CC=1N2C(NC1C#CC1(CCCC1)O)=O)C (7-chloro-4,5-dihydro-3-[(1-hydroxycyclopentyl)ethynyl]-5-methyl-6H-imidazo[1,5-a][1,4]benzodiazepine-one), CI (methyl iodide), [OH-].[K+] (potassium hydroxide). Solvent: CS(=O)C (dimethyl sulfoxide), CS(=O)C (dimethyl sulfoxide). Product: ClC1=CC=CC2=C1C(N(CC=1N2C=NC1C#CC1(CCCC1)OC)C)=O (7-chloro-4,5-dihydro-3-[(1-methoxycyclopentyl)ethynyl]-5-methyl-6H-imidazo[1,5-a][1,4]-benzodiazepin-6-one). As a reaction SMILES: [OH-:1].[K+].[Cl:3][C:4]1[C:9]2[CH2:10][N:11]([CH3:27])[CH2:12][C:13]3[N:14]([C:15](=O)[NH:16][C:17]=3[C:18]#[C:19][C:20]3([OH:25])[CH2:24][CH2:23][CH2:22][CH2:21]3)[C:8]=2[CH:7]=[CH:6][CH:5]=1.[CH3:28]I>CS(C)=O>[Cl:3][C:4]1[C:9]2[C:10](=[O:1])[N:11]([CH3:27])[CH2:12][C:13]3[N:14]([CH:15]=[N:16][C:17]=3[C:18]#[C:19][C:20]3([O:25][CH3:28])[CH2:21][CH2:22][CH2:23][CH2:24]3)[C:8]=2[CH:7]=[CH:6][CH:5]=1 |f:0.1|. Reported procedure: 2.35 g (42 mmol) of freshly powdered potassium hydroxide was stirred in 30 ml of dimethyl sulfoxide for 5 minutes. There were then added in succession 4.0 g (11.25 mmol) of 7-chloro-4,5-dihydro-3-[(1-hydroxycyclopentyl)ethynyl]-5-methyl-6H-imidazo[1,5-a][1,4]benzodiazepine-one and 3.12 g (22.5 mmol) of methyl iodide and the mixture was stirred for a further 1 hour before the dimethyl sulfoxide was removed by evaporation. The residue was taken up in water and extracted three times with methylene ... Starting materials: CC(C)(C)NS(=O)(=O)c1cnc(Cl)s1, CCCC[Sn](CCCC)(CCCC)c1cn(-c2nc(-c3ccc(C(F)(F)F)cc3)cc(C(F)(F)F)n2)cn1, Cc1ccccc1, [F-], [K+], O, c1ccc(P(c2ccccc2)(c2ccccc2)[Pd](P(c2ccccc2)(c2ccccc2)c2ccccc2)(P(c2ccccc2)(c2ccccc2)c2ccccc2)P(c2ccccc2)(c2ccccc2)c2ccccc2)cc1. The product is CC(C)(C)NS(=O)(=O)c1cnc(-c2cn(-c3nc(-c4ccc(C(F)(F)F)cc4)cc(C(F)(F)F)n3)cn2)s1. RXN SMILES: [C:39]([CH3:40])([CH3:41])([CH3:42])[NH:43][S:44](=[O:45])(=[O:46])[c:47]1[cH:48][n:49][c:50]([Cl:52])[s:51]1.[CH2:1]([Sn:2]([CH2:3][CH2:4][CH2:5][CH3:31])([c:6]1[n:7][cH:8][n:9](-[c:11]2[n:12][c:13](-[c:21]3[cH:22][cH:23][c:24]([C:27]([F:28])([F:29])[F:30])[cH:25][cH:26]3)[cH:14][c:15]([C:17]([F:18])([F:19])[F:20])[n:16]2)[cH:10]1)[CH2:32][CH2:33][CH2:34][CH3:35])[CH2:36][CH2:37][CH3:38].[CH3:56][c:57]1[cH:58][cH:59][cH:60][cH:61][cH:62]1.[F-:53].[K+:54].[OH2:55].[cH:63]1[cH:64][cH:65][c:66]([P:67]([Pd:68]([P:69]([c:70]2[cH:71][cH:72][cH:73][cH:74][cH:75]2)([c:76]2[cH:77][cH:78][cH:79][cH:80][cH:81]2)[c:82]2[cH:83][cH:84][cH:85][cH:86][cH:87]2)([P:88]([c:89]2[cH:90][cH:91][cH:92][cH:93][cH:94]2)([c:95]2[cH:96][cH:97][cH:98][cH:99][cH:100]2)[c:101]2[cH:102][cH:103][cH:104][cH:105][cH:106]2)[P:107]([c:108]2[cH:109][cH:110][cH:111][cH:112][cH:113]2)([c:114]2[cH:115][cH:116][cH:117][cH:118][cH:119]2)[c:120]2[cH:121][cH:122][cH:123][cH:124][cH:125]2)([c:126]2[cH:127][cH:128][cH:129][cH:130][cH:131]2)[c:132]2[cH:133][cH:134][cH:135][cH:136][cH:137]2)[cH:138][cH:139]1>>[c:6]1(-[c:50]2[n:49][cH:48][c:47]([S:44]([NH:43][C:39]([CH3:40])([CH3:41])[CH3:42])(=[O:45])=[O:46])[s:51]2)[n:7][cH:8][n:9](-[c:11]2[n:12][c:13](-[c:21]3[cH:22][cH:23][c:24]([C:27]([F:28])([F:29])[F:30])[cH:25][cH:26]3)[cH:14][c:15]([C:17]([F:18])([F:19])[F:20])[n:16]2)[cH:10]1.